This data is from the Open Reaction Database (ORD), a public repository of structured organic reaction records. The task is: describe an organic reaction: reactants, conditions, products, and yield Run at time 16 hour. Procedure: To 2-benzyl-3-(cis-hexahydro-2-isoindolinylcarbonyl)propionic acid (100 mg) was added a 3% solution of hydrogen chloride in methanol (2 ml) and the mixture was stirred at room temperature for 16 hours. The solvent was evaporated under reduced pressure and the residue was dissolved in dichloromethane. The solution was washed successively with saturated sodium bicarbonate solution and brine, treated with activated charcoal, and dried over MgSO4. The solvent was evaporated under reduced pressure to... Reaction SMILES: [CH2:1]([CH:8]([CH2:12][C:13]([N:15]1[CH2:23][C@H:22]2[C@H:17]([CH2:18][CH2:19][CH2:20][CH2:21]2)[CH2:16]1)=[O:14])[C:9]([OH:11])=[O:10])[C:2]1[CH:7]=[CH:6][CH:5]=[CH:4][CH:3]=1.Cl.[CH3:25]O>>[CH2:1]([CH:8]([CH2:12][C:13]([N:15]1[CH2:16][C@H:17]2[C@H:22]([CH2:21][CH2:20][CH2:19][CH2:18]2)[CH2:23]1)=[O:14])[C:9]([O:11][CH3:25])=[O:10])[C:2]1[CH:3]=[CH:4][CH:5]=[CH:6][CH:7]=1. Yields the product C(C1=CC=CC=C1)C(C(=O)OC)CC(=O)N1C[C@H]2CCCC[C@H]2C1 (methyl 2-benzyl-3-(cis-hexahydro-2-isoindolinylcarbonyl)propionate). The reactants are C(C1=CC=CC=C1)C(C(=O)O)CC(=O)N1C[C@H]2CCCC[C@H]2C1 (2-benzyl-3-(cis-hexahydro-2-isoindolinylcarbonyl)propionic acid), solution, Cl (hydrogen chloride), CO (methanol). Starting materials: C[Si](C)(C)[N-][Si](C)(C)C.[Li+].CCCCCC (lithiumbis(trimethylsilyl)amide n-hexane), [N+](=O)([O-])C1=CC=C(CNS(=O)(=O)C=2N=CN3C2SC=C3)C=C1 (7-(4-nitrobenzylsulfamoyl)imidazo[5,1-b]thiazole), [Cl-].[NH4+] (ammonium chloride), C(CCC)[Sn](CCCC)(CCCC)Cl (Tri-n-butylstannyl chloride). The solvent is C1CCOC1 (THF), CN(C)P(=O)(N(C)C)N(C)C (HMPA), C(C)(=O)OCC (Ethyl acetate). Reaction conditions: time 30 minute. Yields the product [N+](=O)([O-])C1=CC=C(CNS(=O)(=O)C=2N=CN3C2SC(=C3)[Sn](CCCC)(CCCC)CCCC)C=C1 (7-(4-Nitrobenzylsulfamoyl)-2-(tri-n-butylstannyl)-imidazo[5,1-b]thiazole). RXN SMILES: C[Si]([N-][Si](C)(C)C)(C)C.[Li+].CCCCCC.[N+:17]([C:20]1[CH:38]=[CH:37][C:23]([CH2:24][NH:25][S:26]([C:29]2[N:30]=[CH:31][N:32]3[CH:36]=[CH:35][S:34][C:33]=23)(=[O:28])=[O:27])=[CH:22][CH:21]=1)([O-:19])=[O:18].[CH2:39]([Sn:43](Cl)([CH2:48][CH2:49][CH2:50][CH3:51])[CH2:44][CH2:45][CH2:46][CH3:47])[CH2:40][CH2:41][CH3:42].[Cl-].[NH4+]>C1COCC1.CN(P(N(C)C)(N(C)C)=O)C.C(OCC)(=O)C>[N+:17]([C:20]1[CH:38]=[CH:37][C:23]([CH2:24][NH:25][S:26]([C:29]2[N:30]=[CH:31][N:32]3[CH:36]=[C:35]([Sn:43]([CH2:44][CH2:45][CH2:46][CH3:47])([CH2:48][CH2:49][CH2:50][CH3:51])[CH2:39][CH2:40][CH2:41][CH3:42])[S:34][C:33]=23)(=[O:27])=[O:28])=[CH:22][CH:21]=1)([O-:19])=[O:18] |f:0.1.2,5.6|. Procedure: A 1.0 N lithiumbis(trimethylsilyl)amide/n-hexane solution (4.8 ml) was added to a solution of 0.68 g of 7-(4-nitrobenzylsulfamoyl)imidazo[5,1-b]thiazole in 20 ml of THF and 4 ml of HMPA in an argon atmosphere at −40° C. The mixture was stirred at the same temperature for 30 min. Tri-n-butylstannyl chloride (0.57 ml) was added thereto. The mixture was stirred at the same temperature for 30 min. A saturated aqueous ammonium chloride solution was added thereto. Ethyl acetate was then added thereto....